This data is from the Open Reaction Database (ORD), a public repository of structured organic reaction records. The task is: describe an organic reaction: reactants, conditions, products, and yield The reactants are C([O-])([O-])=O.[K+].[K+] (potassium carbonate), BrC1=C(C(=CC=C1[N+](=O)[O-])OC)OC (3-bromo-4-nitroveratrole), CS (methanethiol), C(C)O (ethanol). Solvent: O (water). Reaction conditions: time 1 hour. The product is CSC1=C(C(=CC=C1[N+](=O)[O-])OC)OC (3-methylthio-4-nitroveratrole). RXN SMILES: C(=O)([O-])[O-].[K+].[K+].[CH3:7][SH:8].C(O)C.Br[C:13]1[C:18]([N+:19]([O-:21])=[O:20])=[CH:17][CH:16]=[C:15]([O:22][CH3:23])[C:14]=1[O:24][CH3:25]>O>[CH3:7][S:8][C:13]1[C:18]([N+:19]([O-:21])=[O:20])=[CH:17][CH:16]=[C:15]([O:22][CH3:23])[C:14]=1[O:24][CH3:25] |f:0.1.2|. Reported procedure: A reaction mixture containing 21 g. of potassium carbonate, 25 g. of methanethiol, and 30 ml. of ethanol was cooled in an ice-water bath. 33.5 g. of 3-bromo-4-nitroveratrole were added thereto. The reaction mixture was stirred for 1 hour under cooling and was then allowed to warm up to ambient temperature, at which temperature it was stirred for an additional 24 hours. 3 l. of water were then added and the resulting precipitate of 3-methylthio-4-nitroveratrole formed in the above reaction was se... Product: COC1=CC(=C(C(=C1)OC)C(CCC1=CC=C(C=C1)OC)=O)OCC(=O)OC (1-(4,6-dimethoxy-2-methoxycarbonylmethoxyphenyl)-3-(4-methoxyphenyl)-1-propanone). Starting materials: OC1=C(C(=CC(=C1)OC)OC)C(CCC1=CC=C(C=C1)OC)=O (1-(2-hydroxy-4,6-dimethoxyphenyl)-3-(4-methoxyphenyl)-1-propanone), [H-].[Na+] (sodium hydride), BrCC(=O)OC (methyl α-bromoacetate). Reaction conditions: temperature 0 celsius, time 1 hour. Reported procedure: Then, 30 ml of dimethylformamide was added to 5.0 g of 1-(2-hydroxy-4,6-dimethoxyphenyl)-3-(4-methoxyphenyl)-1-propanone and 420 mg of sodium hydride, and the mixture was stirred at 0° C. for 1 hour. Then, 2.6 g of methyl α-bromoacetate was added to the mixture, and the mixture was stirred at 0° C. for 1 hour and at room temperature for 1 hour to effect a reaction. After the reaction, the reaction mixture was extracted with ethyl acetate and filtered, and the solvent was removed from the filtrat... Yield: 86.3%. As a reaction SMILES: [OH:1][C:2]1[CH:7]=[C:6]([O:8][CH3:9])[CH:5]=[C:4]([O:10][CH3:11])[C:3]=1[C:12](=[O:23])[CH2:13][CH2:14][C:15]1[CH:20]=[CH:19][C:18]([O:21][CH3:22])=[CH:17][CH:16]=1.[H-].[Na+].Br[CH2:27][C:28]([O:30][CH3:31])=[O:29]>CN(C)C=O>[CH3:9][O:8][C:6]1[CH:5]=[C:4]([O:10][CH3:11])[C:3]([C:12](=[O:23])[CH2:13][CH2:14][C:15]2[CH:20]=[CH:19][C:18]([O:21][CH3:22])=[CH:17][CH:16]=2)=[C:2]([O:1][CH2:27][C:28]([O:30][CH3:31])=[O:29])[CH:7]=1 |f:1.2|. Solvent: CN(C=O)C (dimethylformamide). Reactants: ClC1=CC=C(C=C1)C1CC(N(C1)CC(=O)O)=O (2-[4-(p-chlorophenyl)-2-oxopyrrolidin-1-yl]-acetic acid), C1(CCCCC1)N=C=NC1CCCCC1 (dicyclohexylcarbodiimide), ice, ClC1=C(C(=C(C(=C1O)Cl)Cl)Cl)Cl (pentachlorophenol). Procedure details: 73.5 g (290 mmol) of 2-[4-(p-chlorophenyl)-2-oxopyrrolidin-1-yl]-acetic acid are suspended in 900 ml of tetrahydrofuran; 92.5 g (350 mmol) of pentachlorophenol are added and the whole is stirred at room temperature until a clear solution is obtained. The solution is cooled in an ice bath, 65.8 g (319 mmol) of dicyclohexylcarbodiimide dissolved in 180 ml of tetrahydrofuran are added dropwise thereto within a period of 30 minutes and the whole is stirred for a further 1 hour in the ice bath and fo... Reaction conditions: time 30 minute. The product is ClC1=C(C(=C(C(=C1OC(CN1C(CC(C1)C1=CC=C(C=C1)Cl)=O)=O)Cl)Cl)Cl)Cl (2-[4-(p-chlorophenyl)-2-oxopyrrolidin-1-yl]-acetic acid pentachlorophenyl ester). Run in O1CCCC1 (tetrahydrofuran), O1CCCC1 (tetrahydrofuran). As a reaction SMILES: [Cl:1][C:2]1[CH:7]=[CH:6][C:5]([CH:8]2[CH2:12][N:11]([CH2:13][C:14]([OH:16])=[O:15])[C:10](=[O:17])[CH2:9]2)=[CH:4][CH:3]=1.[Cl:18][C:19]1[C:24](O)=[C:23]([Cl:26])[C:22]([Cl:27])=[C:21]([Cl:28])[C:20]=1[Cl:29].C1(N=C=NC2CCCCC2)CCCCC1>O1CCCC1>[Cl:18][C:19]1[C:24]([O:15][C:14](=[O:16])[CH2:13][N:11]2[CH2:12][CH:8]([C:5]3[CH:4]=[CH:3][C:2]([Cl:1])=[CH:7][CH:6]=3)[CH2:9][C:10]2=[O:17])=[C:23]([Cl:26])[C:22]([Cl:27])=[C:21]([Cl:28])[C:20]=1[Cl:29]. Yields the product [N+](=O)([O-])C1=C(C(=O)OC(C)(C)C)C=CC(=C1)N1N=CC=C1 (tert-butyl 2-nitro-4-(1H-pyrazol-1-yl)benzoate). The solvent is O (water), C(C)(=O)OCC (ethyl acetate), CS(=O)C (dimethyl sulfoxide). Reagents/catalysts: [Cu]I (copper(I) iodide). The yield is 41.8%. Reaction SMILES: [NH:1]1[CH:5]=[CH:4][CH:3]=[N:2]1.C(=O)([O-])[O-].[K+].[K+].N1CCC[C@@H]1C(O)=O.Br[C:21]1[CH:33]=[CH:32][C:24]([C:25]([O:27][C:28]([CH3:31])([CH3:30])[CH3:29])=[O:26])=[C:23]([N+:34]([O-:36])=[O:35])[CH:22]=1>[Cu]I.O.C(OCC)(=O)C.CS(C)=O>[N+:34]([C:23]1[CH:22]=[C:21]([N:1]2[CH:5]=[CH:4][CH:3]=[N:2]2)[CH:33]=[CH:32][C:24]=1[C:25]([O:27][C:28]([CH3:31])([CH3:30])[CH3:29])=[O:26])([O-:36])=[O:35] |f:1.2.3|. Conditions: temperature 100 celsius, time 3 hour. Procedure details: 1H-Pyrazole (0.14 g), potassium carbonate (0.46 g), D-proline (38 mg), and copper(I) iodide (32 mg) were added to a dimethyl sulfoxide (5 mL) solution of tert-butyl 4-bromo-2-nitrobenzoate (0.50 g), followed by stirring under a nitrogen atmosphere at 100° C. for 3 hours. After cooling the reaction mixture to room temperature, ethyl acetate and water were added thereto, and the insoluble substance was removed by filtration. The organic layer was separated, washed with water and a saturated aqueou... Reactants: N1N=CC=C1 (1H-Pyrazole), C([O-])([O-])=O.[K+].[K+] (potassium carbonate), N1[C@@H](C(=O)O)CCC1 (D-proline), BrC1=CC(=C(C(=O)OC(C)(C)C)C=C1)[N+](=O)[O-] (tert-butyl 4-bromo-2-nitrobenzoate). Reaction conditions: temperature 80 celsius, time 3 hour. As a reaction SMILES: [CH3:1][NH:2][S:3]([C:6]1[CH:32]=[CH:31][C:9]([CH2:10][NH:11][C:12]([C:14]2[C:15]3[CH:16]=[CH:17][N:18]([C:24]4[CH:29]=[CH:28][C:27]([F:30])=[CH:26][CH:25]=4)[C:19]=3[CH:20]=[C:21](Br)[CH:22]=2)=[O:13])=[CH:8][CH:7]=1)(=[O:5])=[O:4].B1(B2OC(C)(C)C(C)(C)O2)OC(C)(C)C(C)(C)[O:34]1.C([O-])(=O)C.[K+].OO.O.[OH-].[Na+]>C1C=CC(P(C2C=CC=CC=2)[C-]2C=CC=C2)=CC=1.C1C=CC(P(C2C=CC=CC=2)[C-]2C=CC=C2)=CC=1.Cl[Pd]Cl.[Fe+2].C1COCC1>[CH3:1][NH:2][S:3]([C:6]1[CH:32]=[CH:31][C:9]([CH2:10][NH:11][C:12]([C:14]2[C:15]3[CH:16]=[CH:17][N:18]([C:24]4[CH:29]=[CH:28][C:27]([F:30])=[CH:26][CH:25]=4)[C:19]=3[CH:20]=[C:21]([OH:34])[CH:22]=2)=[O:13])=[CH:8][CH:7]=1)(=[O:5])=[O:4] |f:2.3,6.7,8.9.10.11|. The product is CNS(=O)(=O)C1=CC=C(CNC(=O)C=2C=3C=CN(C3C=C(C2)O)C2=CC=C(C=C2)F)C=C1 (1-(4-Fluorophenyl)-6-hydroxy-1H-indole-4-carboxylic acid 4-methylsulfamoyl-benzylamide). Procedure details: A mixture of 6-bromo-1-(4-fluorophenyl)-1H-indole-4-carboxylic acid 4-methylsulfamoyl-benzylamide (0.1 g, 0.2 mmol), bis(pinacolato)diboron (0.1 g, 0.4 mmol), PdCl2(dppf) (0.04 g, 0.05 mmol), potassium acetate (0.05 g, 0.5 mmol) is charged in a sealed tube with anhydrous THF (7 mL). The solution is warmed at 80° C. for 16 hours. The reaction mixture is cooled to room temperature and quenched with water (15 mL) and diluted with CH2Cl2 (20 mL). The organic layer is separated and washed with brine ... Reagents/catalysts: C1=CC=C(C=C1)P([C-]2C=CC=C2)C3=CC=CC=C3.C1=CC=C(C=C1)P([C-]2C=CC=C2)C3=CC=CC=C3.Cl[Pd]Cl.[Fe+2] (PdCl2(dppf)). Reactants: OO (H2O2), O (water), [OH-].[Na+] (NaOH), CNS(=O)(=O)C1=CC=C(CNC(=O)C=2C=3C=CN(C3C=C(C2)Br)C2=CC=C(C=C2)F)C=C1 (6-bromo-1-(4-fluorophenyl)-1H-indole-4-carboxylic acid 4-methylsulfamoyl-benzylamide), B1(OC(C(O1)(C)C)(C)C)B2OC(C(O2)(C)C)(C)C (bis(pinacolato)diboron), C(C)(=O)[O-].[K+] (potassium acetate). Run in C1CCOC1 (THF). The reactants are CCOC(=O)c1csc2cc(Oc3cc(Cl)nc(N)n3)ccc12, C1CCOC1, c1ccncc1. Product: CCOC(=O)c1csc2cc(Oc3ccnc(N)n3)ccc12. Reaction SMILES: [CH2:1]([CH3:2])[O:3][C:4](=[O:5])[c:6]1[c:7]2[c:8]([s:9][cH:10]1)[cH:11][c:12]([O:15][c:16]1[n:17][c:18]([NH2:23])[n:19][c:20]([Cl:22])[cH:21]1)[cH:13][cH:14]2.[CH2:30]1[O:31][CH2:32][CH2:33][CH2:34]1.[cH:24]1[cH:25][cH:26][n:27][cH:28][cH:29]1>>[CH2:1]([CH3:2])[O:3][C:4](=[O:5])[c:6]1[c:7]2[c:8]([s:9][cH:10]1)[cH:11][c:12]([O:15][c:16]1[n:17][c:18]([NH2:23])[n:19][cH:20][cH:21]1)[cH:13][cH:14]2. The reactants are CCC(C)=O, CC(Cc1c[nH]c2ccccc12)NC(=O)C=C1CCC(c2ccccc2)(N(C)C)CC1, C[Si](C)(C)Cl. Product: CC(Cc1c[nH]c2ccccc12)NC(=O)C=C1CCC(c2ccccc2)(N(C)C)CC1, Cl. As a reaction SMILES: [CH3:37][C:38]([CH2:39][CH3:40])=[O:41].[CH3:6][N:7]([C:8]1([c:30]2[cH:31][cH:32][cH:33][cH:34][cH:35]2)[CH2:9][CH2:10][C:11](=[CH:14][C:15](=[O:16])[NH:17][CH:18]([CH2:19][c:20]2[cH:21][nH:22][c:23]3[cH:24][cH:25][cH:26][cH:27][c:28]23)[CH3:29])[CH2:12][CH2:13]1)[CH3:36].[Cl:1][Si:2]([CH3:3])([CH3:4])[CH3:5]>>[CH3:6][N:7]([C:8]1([c:30]2[cH:31][cH:32][cH:33][cH:34][cH:35]2)[CH2:9][CH2:10][C:11](=[CH:14][C:15](=[O:16])[NH:17][CH:18]([CH2:19][c:20]2[cH:21][nH:22][c:23]3[cH:24][cH:25][cH:26][cH:27][c:28]23)[CH3:29])[CH2:12][CH2:13]1)[CH3:36].[ClH:1]. Starting materials: C([O-])([O-])=O.[Na+].[Na+] (sodium carbonate), Cl.N12C[C@@H](C(CC1)CC2)NC(=O)C=2SC1=C(C2)C=CC=C1Br (N-[(3R)-1-azabicyclo[2.2.2]oct-3-yl]-7-bromo-1-benzothiophene-2-carboxamide hydrochloride), C(C)(=O)NC=1C=C(C=CC1)B(O)O (3-(acetamido)phenylboronic acid), C(C)(=O)NC=1C=C(C=CC1)B(O)O (3-(acetamido)phenylboronic acid), [OH-].[Na+] (sodium hydroxide). Reagents/catalysts: C1=CC=C(C=C1)P([C-]2C=CC=C2)C3=CC=CC=C3.C1=CC=C(C=C1)P([C-]2C=CC=C2)C3=CC=CC=C3.Cl[Pd]Cl.[Fe+2] (PdCl2(dppf)), C1=CC=C(C=C1)P([C-]2C=CC=C2)C3=CC=CC=C3.C1=CC=C(C=C1)P([C-]2C=CC=C2)C3=CC=CC=C3.Cl[Pd]Cl.[Fe+2] (PdCl2(dppf)). Solvent: CN(C)C=O (DMF). Run at temperature 80 celsius. The product is Cl.C(C)(=O)NC=1C=C(C=CC1)C1=CC=CC=2C=C(SC21)C(=O)N[C@H]2CN1CCC2CC1 (7-[3-(Acetylamino)phenyl]-N-[(3R)-1-azabicyclo[2.2.2]oct-3-yl]-1-benzothiophene-2-carboxamide hydrochloride). RXN SMILES: C(=O)([O-])[O-].[Na+].[Na+].[ClH:7].[N:8]12[CH2:15][CH2:14][CH:11]([CH2:12][CH2:13]1)[C@@H:10]([NH:16][C:17]([C:19]1[S:20][C:21]3[C:27](Br)=[CH:26][CH:25]=[CH:24][C:22]=3[CH:23]=1)=[O:18])[CH2:9]2.[C:29]([NH:32][C:33]1[CH:34]=[C:35](B(O)O)[CH:36]=[CH:37][CH:38]=1)(=[O:31])[CH3:30].[OH-].[Na+]>CN(C=O)C.C1C=CC(P(C2C=CC=CC=2)[C-]2C=CC=C2)=CC=1.C1C=CC(P(C2C=CC=CC=2)[C-]2C=CC=C2)=CC=1.Cl[Pd]Cl.[Fe+2]>[ClH:7].[C:29]([NH:32][C:33]1[CH:38]=[C:37]([C:27]2[C:21]3[S:20][C:19]([C:17]([NH:16][C@@H:10]4[CH:11]5[CH2:14][CH2:15][N:8]([CH2:13][CH2:12]5)[CH2:9]4)=[O:18])=[CH:23][C:22]=3[CH:24]=[CH:25][CH:26]=2)[CH:36]=[CH:35][CH:34]=1)(=[O:31])[CH3:30] |f:0.1.2,3.4,6.7,9.10.11.12,13.14|. Procedure: 0.75 ml of 2 M aqueous sodium carbonate solution and 20.3 mg (0.02 mmol) of PdCl2(dppf) are added to a mixture of 200 mg (0.50 mmol) of N-[(3R)-1-azabicyclo[2.2.2]oct-3-yl]-7-bromo-1-benzothiophene-2-carboxamide hydrochloride (Example 8A) and 89.1 mg (0.50 mmol) of 3-(acetamido)phenylboronic acid in 2 ml of DMF. The reaction mixture is heated at 80° C. for 17 h. A further 89.1 mg (0.50 mmol) of 3-(acetamido)phenylboronic acid, 1.5 ml of 1N sodium hydroxide solution and 81.3 mg (0.1 mmol) of PdCl... The reactants are NC1=NC=CC=N1 (2-aminopyrimidine), COC1=CC=C(C=O)C=C1 (4-methoxybenzaldehyde), C(C)(=O)O[BH-](OC(C)=O)OC(C)=O.[Na+] (sodium triacetoxyborohydride). The reagents and catalysts are CC([O-])C.CC([O-])C.CC([O-])C.[Ti](Cl)(Cl)(Cl)Cl (titanium(IV) chloride triisopropoxide). Solvent: C(Cl)Cl (DCM). Reaction conditions: time 8 hour. Product: COC1=CC=C(CNC2=NC=CC=N2)C=C1 (N-(4-methoxybenzyl)pyrimidin-2-amine). Isolated yield 52.7%. Reaction SMILES: [NH2:1][C:2]1[N:7]=[CH:6][CH:5]=[CH:4][N:3]=1.[CH3:8][O:9][C:10]1[CH:17]=[CH:16][C:13]([CH:14]=O)=[CH:12][CH:11]=1.C(O[BH-](OC(=O)C)OC(=O)C)(=O)C.[Na+]>C(Cl)Cl.CC(C)[O-].CC(C)[O-].CC(C)[O-].[Ti](Cl)(Cl)(Cl)Cl>[CH3:8][O:9][C:10]1[CH:17]=[CH:16][C:13]([CH2:14][NH:1][C:2]2[N:7]=[CH:6][CH:5]=[CH:4][N:3]=2)=[CH:12][CH:11]=1 |f:2.3,5.6.7.8|. Procedure details: To a mixture of 2-aminopyrimidine (104.7 g, 1.1 mol, 1 eq) and 4-methoxybenzaldehyde (150 g, 1.1 mol, 1 eq) in DCM (3 L), was added titanium(IV) chloride triisopropoxide (572 g, 2.2 mol, 2 eq). The reaction mixture was stirred at room temperature for 8 h. The reaction mixture was cooled to 0° C. and sodium triacetoxyborohydride (933 g, 4.4 mol, 4 eq) was added portionwise and stirred overnight at RT. After completion of reaction, the reaction mixture was cooled to 0° C., quenched with ice water ...